From a dataset of the Open Reaction Database (ORD), a public repository of structured organic reaction records. describe an organic reaction: reactants, conditions, products, and yield Reactants: COC1=CC=C(C(=O)CCCCC(=O)OCC)C=C1 (ethyl 5-(4-methoxybenzoyl)pentanoate), B.[Na] (sodium boron hydride), C(C)O (ethanol), O (water), Cl (hydrochloric acid). Reaction conditions: time 1 hour. Product: C(C)OC(CCCCC(=O)O)C1=CC=C(C=C1)OC (6-ethoxy-6-(4-methoxyphenyl)hexanoic acid). As a reaction SMILES: [CH3:1][O:2][C:3]1[CH:19]=[CH:18][C:6]([C:7]([CH2:9][CH2:10][CH2:11][CH2:12][C:13]([O:15]CC)=[O:14])=[O:8])=[CH:5][CH:4]=1.B.[Na].O.Cl.[CH2:24](O)[CH3:25]>>[CH2:24]([O:8][CH:7]([C:6]1[CH:5]=[CH:4][C:3]([O:2][CH3:1])=[CH:19][CH:18]=1)[CH2:9][CH2:10][CH2:11][CH2:12][C:13]([OH:15])=[O:14])[CH3:25] |f:1.2,^1:20|. Procedure: A solution of ethyl 5-(4-methoxybenzoyl)pentanoate (50 g, 0.19 mole) in ethanol (500 ml) was cooled with ice, and sodium boron hydride (10 g) was added gradually to the solution. After the reaction was allowed to proceed for 1 hour, water (200 ml) and 2N hydrochloric acid (50 ml) were added to the reaction solution, followed by concentration under reduced pressure. The resulting residue was dissolved in ethyl acetate, and the organic layer was washed with water, dried and concentrated under redu... Yields the product BrC1=NC=C(C=C1)CO ((2-bromopyridin-5-yl)methanol). The reactants are [BH4-].[Na+] (sodium borohydride), BrC1=CC=C(C=N1)C=O (6-Bromo-3-pyridinecarboxaldehyde), [Cl-].[NH4+] (ammonium chloride). Reported procedure: 6-Bromo-3-pyridinecarboxaldehyde (1.05 g, 5.64 mmol) was dissolved in ethanol (30 mL). The mixture was cooled to 0° C., and stirred at 0° C. for 10 minutes after adding sodium borohydride (213 mg, 5.64 mmol). A saturated aqueous ammonium chloride solution was added to the mixture, and the mixture was extracted with ethyl acetate. The organic layer was dried over anhydrous magnesium sulfate and concentrated under reduced pressure. The resulting residue was then purified by silica gel column chrom... RXN SMILES: [Br:1][C:2]1[N:7]=[CH:6][C:5]([CH:8]=[O:9])=[CH:4][CH:3]=1.[BH4-].[Na+].[Cl-].[NH4+]>C(O)C>[Br:1][C:2]1[CH:3]=[CH:4][C:5]([CH2:8][OH:9])=[CH:6][N:7]=1 |f:1.2,3.4|. Yield: 82.4%. The solvent is C(C)O (ethanol). Conditions: temperature 0 celsius, time 10 minute. The product is FC1=CC2=C(C(=NO2)C2CCN(CC2)CCCC(=O)C2=CC3=C(C(NCCC3)=O)S2)C=C1 (2-(4-(4-(6-fluoro-1,2-benzisoxazol-3-yl)piperidin-1-yl)butyryl)-4,5,6,7-tetrahydro-8H-thieno[2,3-c]azepin-8-one). Run at temperature 90 celsius, time 22 hour. Reaction SMILES: Cl[CH2:2][CH2:3][CH2:4][C:5]([C:7]1[S:17][C:10]2[C:11](=[O:16])[NH:12][CH2:13][CH2:14][CH2:15][C:9]=2[CH:8]=1)=[O:6].Cl.[F:19][C:20]1[CH:34]=[CH:33][C:23]2[C:24]([CH:27]3[CH2:32][CH2:31][NH:30][CH2:29][CH2:28]3)=[N:25][O:26][C:22]=2[CH:21]=1.C(=O)([O-])[O-].[K+].[K+].[I-].[K+]>CN(C)C=O.C1(C)C=CC=CC=1>[F:19][C:20]1[CH:34]=[CH:33][C:23]2[C:24]([CH:27]3[CH2:28][CH2:29][N:30]([CH2:2][CH2:3][CH2:4][C:5]([C:7]4[S:17][C:10]5[C:11](=[O:16])[NH:12][CH2:13][CH2:14][CH2:15][C:9]=5[CH:8]=4)=[O:6])[CH2:31][CH2:32]3)=[N:25][O:26][C:22]=2[CH:21]=1 |f:1.2,3.4.5,6.7|. Run in CN(C=O)C (dimethylformamide), C1(=CC=CC=C1)C (toluene). Starting materials: ClCCCC(=O)C1=CC2=C(C(NCCC2)=O)S1 (2-(4-chlorobutyryl)-4,5,6,7-tetrahydro-8H-thieno[2,3-c]azepin-8-one), Cl.FC1=CC2=C(C(=NO2)C2CCNCC2)C=C1 (4-(6-fluoro-1,2-benzisoxazol-3-yl)piperidine hydrochloride), C([O-])([O-])=O.[K+].[K+] (potassium carbonate), [I-].[K+] (potassium iodide). Yield: 29.8%. Procedure: A mixture of 1.1 g of 2-(4-chlorobutyryl)-4,5,6,7-tetrahydro-8H-thieno[2,3-c]azepin-8-one, 1.1 g of 4-(6-fluoro-1,2-benzisoxazol-3-yl)piperidine hydrochloride, 1.68 g of potassium carbonate and 670 mg of potassium iodide in 10 ml of dimethylformamide and 10 ml of toluene was stirred at 90° C. for 22 hours and concentrated in vacuo. To the residue were added ethyl acetate and water, and separated. The ethyl acetate layer was washed with water, dried over magnesium sulfate and concentrated in vacu... Reactants: NC=1SC=CN1 (2-aminothiazole), ClC(C)C1=NC2=C(C=CC=C2C(=C1C(=O)OCC)O)C(F)(F)F (ethyl 2-(1-chloroethyl)-4-hydroxy-8-trifluoromethyl-3-quinoline-carboxylate), Cl (hydrochloric acid). The product is ClC(C)C1=NC2=C(C=CC=C2C(=C1C(=O)NC=1SC=CN1)O)C(F)(F)F (2-(1-chloroethyl)-4-hydroxy-N-(2-thiazolyl)-8-trifluoromethyl-3-quinoline-carboxamide). RXN SMILES: [NH2:1][C:2]1[S:3][CH:4]=[CH:5][N:6]=1.[Cl:7][CH:8]([C:10]1[C:19]([C:20](OCC)=[O:21])=[C:18]([OH:25])[C:17]2[C:12](=[C:13]([C:26]([F:29])([F:28])[F:27])[CH:14]=[CH:15][CH:16]=2)[N:11]=1)[CH3:9].Cl>>[Cl:7][CH:8]([C:10]1[C:19]([C:20]([NH:1][C:2]2[S:3][CH:4]=[CH:5][N:6]=2)=[O:21])=[C:18]([OH:25])[C:17]2[C:12](=[C:13]([C:26]([F:29])([F:27])[F:28])[CH:14]=[CH:15][CH:16]=2)[N:11]=1)[CH3:9]. Reported procedure: Using the procedure of Example 4, 1.5 g of 2-aminothiazole and 1.041 g of the product of Step A were reacted and after the addition of N hydrochloric acid, the mixture was extracted with ethyl acetate. The organic phase was washed with water, dried and evaporated to dryness. The residue was chromatographed over silica gel and was eluted with ethyl acetate to obtain 2-(1-chloroethyl)-4-hydroxy-N-(2-thiazolyl)-8-trifluoromethyl-3-quinoline-carboxamide which after crystallization from ether melted ... Starting materials: BrC=1C=NC=C(C1)C=O (3-Bromo-5-pyridinecarboxaldehyde), S1C=C(C=C1)B(O)O (Thiophene-3-boronic acid), C([O-])([O-])=O.[Na+].[Na+] (sodium carbonate), C(C)(=O)OCC (ethyl acetate). The reagents and catalysts are C=1C=CC(=CC1)[P](C=2C=CC=CC2)(C=3C=CC=CC3)[Pd]([P](C=4C=CC=CC4)(C=5C=CC=CC5)C=6C=CC=CC6)([P](C=7C=CC=CC7)(C=8C=CC=CC8)C=9C=CC=CC9)[P](C=1C=CC=CC1)(C=1C=CC=CC1)C=1C=CC=CC1 (tetrakis(triphenylphosphine)palladium(0)). Solvent: COCCOC (DME), O (water). Yields the product O1C=C(C=C1)C=1C=C(C=NC1)C=O (5-(3-furanyl)-3-pyridinecarboxaldehyde). As a reaction SMILES: Br[C:2]1[CH:3]=[N:4][CH:5]=[C:6]([CH:8]=[O:9])[CH:7]=1.S1C=CC(B(O)O)=C1.C(=O)([O-])[O-].[Na+].[Na+].[C:24]([O:27][CH2:28][CH3:29])(=O)[CH3:25]>COCCOC.C1C=CC([P]([Pd]([P](C2C=CC=CC=2)(C2C=CC=CC=2)C2C=CC=CC=2)([P](C2C=CC=CC=2)(C2C=CC=CC=2)C2C=CC=CC=2)[P](C2C=CC=CC=2)(C2C=CC=CC=2)C2C=CC=CC=2)(C2C=CC=CC=2)C2C=CC=CC=2)=CC=1.O>[O:27]1[CH:28]=[CH:29][C:25]([C:2]2[CH:7]=[C:6]([CH:8]=[O:9])[CH:5]=[N:4][CH:3]=2)=[CH:24]1 |f:2.3.4,^1:39,41,60,79|. Procedure: A solution of 3-Bromo-5-pyridinecarboxaldehyde from Example 59 Step D (200 mg, 1.08 mmol) and tetrakis(triphenylphosphine)palladium(0) (70 mg, 0.06 mmol) in DME (5 mL) was stirred at room temperature for 5 minutes. Thiophene-3-boronic acid (141 mg, 1.08 mmol) was added and the stirring was continued for 10 more minutes. Then, sodium carbonate solution (2 M, 5 mL) was added and the reaction mixture was heated to refluxed for 12 hours. After it was cooled to room temperature, the reaction mixture ...